From a dataset of the Open Reaction Database (ORD), a public repository of structured organic reaction records. describe an organic reaction: reactants, conditions, products, and yield The reactants are [BH4-], CC12CCC3c4cc(C56CC7CC(CC(C7)C5)C6)c(O)cc4CCC3C1CCC2=O, CCO, CO, [Na+]. As a reaction SMILES: [BH4-:34].[C:1]12([c:11]3[c:12]([OH:30])[cH:13][c:14]4[c:27]([cH:28]3)[CH:26]3[CH:17]([CH2:16][CH2:15]4)[CH:18]4[CH2:19][CH2:20][C:21](=[O:29])[C:22]4([CH3:23])[CH2:24][CH2:25]3)[CH2:2][CH:3]3[CH2:4][CH:5]([CH2:6][CH:7]([CH2:8]1)[CH2:9]3)[CH2:10]2.[CH3:31][CH2:32][OH:33].[CH3:36][OH:37].[Na+:35]>>[C:1]12([c:11]3[c:12]([OH:30])[cH:13][c:14]4[c:27]([cH:28]3)[CH:26]3[CH:17]([CH2:16][CH2:15]4)[CH:18]4[CH2:19][CH2:20][CH:21]([OH:29])[C:22]4([CH3:23])[CH2:24][CH2:25]3)[CH2:2][CH:3]3[CH2:4][CH:5]([CH2:6][CH:7]([CH2:8]1)[CH2:9]3)[CH2:10]2. Yields the product CC12CCC3c4cc(C56CC7CC(CC(C7)C5)C6)c(O)cc4CCC3C1CCC2O.